Dataset: the Open Reaction Database (ORD), a public repository of structured organic reaction records. Task: describe an organic reaction: reactants, conditions, products, and yield The reactants are C1(=CC=CC2=CC=CC=C12)CN1C2=C(N=C3C(C1=O)CCC3)C=CC=C2 (9-(1-naphthylmethyl)-2,3,9,10a-tetrahydrobenzo[b]cyclopenta[e][1,4]diazepin-10(1H)-one). Run in C(C)(=O)OCC.CCCCCC (ethyl acetate hexane). The product is C1(=CC=CC2=CC=CC=C12)CN1C2=C(N[C@H]3[C@@H](C1=O)CCC3)C=CC=C2 ((3aR*,10aS*)-9-(1-naphthylmethyl)-2,3,3a,4,9,10a-hexahydrobenzo[b]cyclopenta[e][1,4]diazepin-10(1H)-one). Yield: 67.0%. As a reaction SMILES: [C:1]1([CH2:11][N:12]2[C:18](=[O:19])[CH:17]3[CH2:20][CH2:21][CH2:22][C:16]3=[N:15][C:14]3[CH:23]=[CH:24][CH:25]=[CH:26][C:13]2=3)[C:10]2[C:5](=[CH:6][CH:7]=[CH:8][CH:9]=2)[CH:4]=[CH:3][CH:2]=1>C(OCC)(=O)C.CCCCCC>[C:1]1([CH2:11][N:12]2[C:18](=[O:19])[C@H:17]3[CH2:20][CH2:21][CH2:22][C@H:16]3[NH:15][C:14]3[CH:23]=[CH:24][CH:25]=[CH:26][C:13]2=3)[C:10]2[C:5](=[CH:6][CH:7]=[CH:8][CH:9]=2)[CH:4]=[CH:3][CH:2]=1 |f:1.2|. Reported procedure: Using 9-(1-naphthylmethyl)-2,3,9,10a-tetrahydrobenzo[b]cyclopenta[e][1,4]diazepin-10(1H)-one, the titled compound was synthesized in substantially the same manner as in Working Example 24 in a yield of 67%, m.p. 126°-128° C. (ethyl acetate-hexane). Starting materials: Br, CCOc1ccc(Cn2c(-c3ccccc3)nc(Cl)c2CC(=O)O)cc1C. RXN SMILES: [BrH:28].[Cl:1][c:2]1[n:3][c:4](-[c:22]2[cH:23][cH:24][cH:25][cH:26][cH:27]2)[n:5]([CH2:11][c:12]2[cH:13][c:14]([CH3:21])[c:15]([O:18][CH2:19][CH3:20])[cH:16][cH:17]2)[c:6]1[CH2:7][C:8](=[O:9])[OH:10]>>[Cl:1][c:2]1[n:3][c:4](-[c:22]2[cH:23][cH:24][cH:25][cH:26][cH:27]2)[n:5]([CH2:11][c:12]2[cH:13][c:14]([CH3:21])[c:15]([OH:18])[cH:16][cH:17]2)[c:6]1[CH2:7][C:8](=[O:9])[OH:10]. Product: Cc1cc(Cn2c(-c3ccccc3)nc(Cl)c2CC(=O)O)ccc1O. Reactants: Br, COC(=O)N1CCC(c2cc(=O)[nH]o2)CC1c1cccc(C(C)(C)C)c1. Yields the product CC(C)(C)c1cccc(C2CC(c3cc(=O)[nH]o3)CCN2)c1. As a reaction SMILES: [BrH:27].[C:1]([CH3:2])([CH3:3])([CH3:4])[c:5]1[cH:6][c:7]([CH:11]2[N:12]([C:23]([O:24][CH3:25])=[O:26])[CH2:13][CH2:14][CH:15]([c:17]3[cH:18][c:19](=[O:22])[nH:20][o:21]3)[CH2:16]2)[cH:8][cH:9][cH:10]1>>[C:1]([CH3:2])([CH3:3])([CH3:4])[c:5]1[cH:6][c:7]([CH:11]2[NH:12][CH2:13][CH2:14][CH:15]([c:17]3[cH:18][c:19](=[O:22])[nH:20][o:21]3)[CH2:16]2)[cH:8][cH:9][cH:10]1. Starting materials: COC(CCCCCCCCCCCCCCCBr)=O (16-bromohexadecanoic acid methyl ester), [N-]=[N+]=[N-].[Na+] (sodium azide). Solvent: C(C)#N (acetonitrile). Product: COC(CCCCCCCCCCCCCCCN=[N+]=[N-])=O (16-azidohexadecanoic Acid Methyl Ester). Reaction SMILES: [CH3:1][O:2][C:3](=[O:20])[CH2:4][CH2:5][CH2:6][CH2:7][CH2:8][CH2:9][CH2:10][CH2:11][CH2:12][CH2:13][CH2:14][CH2:15][CH2:16][CH2:17][CH2:18]Br.[N-:21]=[N+:22]=[N-:23].[Na+]>C(#N)C>[CH3:1][O:2][C:3](=[O:20])[CH2:4][CH2:5][CH2:6][CH2:7][CH2:8][CH2:9][CH2:10][CH2:11][CH2:12][CH2:13][CH2:14][CH2:15][CH2:16][CH2:17][CH2:18][N:21]=[N+:22]=[N-:23] |f:1.2|. Procedure details: 16-bromohexadecanoic acid methyl ester is reacted with sodium azide in acetonitrile for four days at reflux temperature to give the corresponding azide (Zinic et al., Positionally Isomeric Organic Gelators: Structure-Gelation Study, Racemic versus Enantiomeric Gelators, and Solvation Effects, Chem. Eur. J. 2010; 16:3066-82). The reactants are BrCCC (1-bromopropane), C([O-])([O-])=O.[K+].[K+] (potassium carbonate), C(C=1C(O)=CC=CC1)=O (salicylaldehyde). Solvent: C(C)(=O)OCC (ethyl acetate), CN(C)C=O (DMF). Run at time 21.5 hour. Yields the product C(CC)OC1=C(C=O)C=CC=C1 (2-propoxybenzaldehyde). Isolated yield 94.3%. Reaction SMILES: [CH:1](=[O:9])[C:2]1[C:3](=[CH:5][CH:6]=[CH:7][CH:8]=1)[OH:4].Br[CH2:11][CH2:12][CH3:13].C(=O)([O-])[O-].[K+].[K+]>CN(C=O)C.C(OCC)(=O)C>[CH2:11]([O:4][C:3]1[CH:5]=[CH:6][CH:7]=[CH:8][C:2]=1[CH:1]=[O:9])[CH2:12][CH3:13] |f:2.3.4|. Procedure: To salicylaldehyde (12.2 g) dissolved in DMF (100 ml) were added 1-bromopropane (14.7 g) and potassium carbonate (20.7 g), and the resulting mixture was stirred at room temperature for 21.5 hours. The reaction mixture was diluted with ethyl acetate and washed with water and an aqueous saturated solution of sodium chloride, and the organic layer was dried with anhydrous magnesium sulfate. The resulting organic layer was evaporated under reduced pressure to remove the solvent to obtain 2-propoxybe... Starting materials: C([O-])([O-])=O.[K+].[K+] (potassium carbonate), OC=1C=C(C=O)C=CC1O (3,4-dihydroxybenzaldehyde), BrCCBr (1,2-dibromoethane). Solvent: CC(=O)C (acetone), CC(=O)C (acetone). Conditions: temperature 55 celsius, time 12 hour. The product is O1CCOC2=C1C=CC(=C2)C=O (2,3-dihydro-1,4-benzodioxine-6-carbaldehyde). Isolated yield 73.3%. As a reaction SMILES: C(=O)([O-])[O-].[K+].[K+].Br[CH2:8][CH2:9]Br.[OH:11][C:12]1[CH:13]=[C:14]([CH:17]=[CH:18][C:19]=1[OH:20])[CH:15]=[O:16]>CC(C)=O>[O:20]1[C:19]2[CH:18]=[CH:17][C:14]([CH:15]=[O:16])=[CH:13][C:12]=2[O:11][CH2:9][CH2:8]1 |f:0.1.2|. Procedure: A 2000 L reactor was charged with acetone (404.5 kg), followed by potassium carbonate (256 kg, 1852 mol) and 1,2-dibromoethane (241.5 kg, 1298 mol). The mixture was heated at reflux. A 500 L reactor was charged with acetone (606 kg) and 3,4-dihydroxybenzaldehyde (128 kg, 926 mol). The contents of the 500 L reactor were added to the 2000 L reactor at a rate of 150-180 kg/h while the reaction temperature was maintained at 50-60° C. The reaction mixture was stirred at 54-60° C. for 12 h, was cooled... Starting materials: COC1=CN=C(S1)N (5-methoxythiazol-2-amine), COCCBr (2-bromoethyl methyl ether). The product is Br.COC1=CN(C(S1)=N)CCOC (5-methoxy-3-(2-methoxyethyl)thiazol-2(3H)-imine hydrobromide). Reaction SMILES: [CH3:1][O:2][C:3]1[S:7][C:6]([NH2:8])=[N:5][CH:4]=1.[CH3:9][O:10][CH2:11][CH2:12][Br:13]>>[BrH:13].[CH3:1][O:2][C:3]1[S:7][C:6](=[NH:8])[N:5]([CH2:12][CH2:11][O:10][CH3:9])[CH:4]=1 |f:2.3|. Reported procedure: A mixture of Example 185A and commercially available 2-bromoethyl methyl ether (Aldrich) was processed using the method described in Example 46A to afford the title compound MS (ESI+) m/z 189 (M+H)+.